Dataset: the Open Reaction Database (ORD), a public repository of structured organic reaction records. Task: describe an organic reaction: reactants, conditions, products, and yield Starting materials: C(C=C)O (Allyl alcohol), Cl (Hydrochloric acid), CC12CC(C(C(CC1)C2)C)=O (1,4-dimethyl-bicyclo[3.2.1]octan-3-one), COC(OC)OC (trimethylorthoformate). Reagents/catalysts: CS(=O)(=O)O (methanesulfonic acid). Run in C(C)(=O)O (acetic acid), CO (methanol). Reaction conditions: time 3 hour. Product: C(C=C)C1(C(CC2(CCC1C2)C)=O)C (4-allyl-1,4-dimethyl-bicyclo[3.2.1]octan-3-one). Yield: 25.4%. As a reaction SMILES: Cl.[CH3:2][C:3]12[CH2:10][CH:7]([CH2:8][CH2:9]1)[CH:6]([CH3:11])[C:5](=[O:12])[CH2:4]2.[CH3:13]OC(OC)OC.[CH2:20](O)[CH:21]=C>CS(O)(=O)=O.C(O)(=O)C.CO>[CH2:11]([C:6]1([CH3:13])[CH:7]2[CH2:10][C:3]([CH3:2])([CH2:9][CH2:8]2)[CH2:4][C:5]1=[O:12])[CH:20]=[CH2:21]. Procedure: Hydrochloric acid (HCl, 6 g) was added to a solution of 1,4-dimethyl-bicyclo[3.2.1]octan-3-one (400 g, 2.6 mol, obtained as above in EXAMPLE III), trimethylorthoformate (HC(OCH3)3, 280 g, 2.6 mol), and methanol (CH3OH, 400 mL). The reaction mixture was aged for 3 hours and subsequently quenched with a NaOH solution. Allyl alcohol (CH2CHCH2OH, 300 g, 5.2 mol), acetic acid (CH3COOH, 50 g), and methanesulfonic acid (CH3SO2OH, MSA, 5 g) were added and aged at reflux. The volatile ingredients were di...